This data is from the Open Reaction Database (ORD), a public repository of structured organic reaction records. The task is: describe an organic reaction: reactants, conditions, products, and yield Reactants: C=CS(=O)(=O)C=C, CO, Cl[Al](Cl)Cl, Clc1ccccc1, ClCCl, N#Cc1ccc(N)cc1, O. Product: N#Cc1ccc(N2CCS(=O)(=O)CC2)cc1. Reaction SMILES: [CH2:5]=[CH:6][S:7](=[O:8])(=[O:9])[CH:10]=[CH2:11].[CH3:32][OH:33].[Cl:1][Al:2]([Cl:3])[Cl:4].[Cl:21][c:22]1[cH:23][cH:24][cH:25][cH:26][cH:27]1.[Cl:28][CH2:29][Cl:30].[NH2:12][c:13]1[cH:14][cH:15][c:16]([C:17]#[N:18])[cH:19][cH:20]1.[OH2:31]>>[CH2:5]1[CH2:6][S:7](=[O:8])(=[O:9])[CH2:10][CH2:11][N:12]1[c:13]1[cH:14][cH:15][c:16]([C:17]#[N:18])[cH:19][cH:20]1. Reactants: C([O-])([O-])=O.[K+].[K+] (potassium carbonate), BrCCCOC1=C(C(=C(C=C1)C(C)=O)O)CCC (1-[4-(3-bromopropoxy)-2-hydroxy-3-propylphenyl]ethanone), BrCC(=O)OC (methyl bromoacetate), C([O-])([O-])=O.[K+].[K+] (potassium carbonate). The solvent is CC(=O)C (acetone). Conditions: time 13 hour. The product is COC(COC1=C(C(=CC=C1C(C)=O)OCCCBr)CCC)=O ([6-acetyl-3-(3-bromopropoxy)-2-propylphenoxy]acetic acid methyl ester). Yield: 58.0%. RXN SMILES: [Br:1][CH2:2][CH2:3][CH2:4][O:5][C:6]1[CH:11]=[CH:10][C:9]([C:12](=[O:14])[CH3:13])=[C:8]([OH:15])[C:7]=1[CH2:16][CH2:17][CH3:18].Br[CH2:20][C:21]([O:23][CH3:24])=[O:22].C(=O)([O-])[O-].[K+].[K+]>CC(C)=O>[CH3:24][O:23][C:21](=[O:22])[CH2:20][O:15][C:8]1[C:9]([C:12](=[O:14])[CH3:13])=[CH:10][CH:11]=[C:6]([O:5][CH2:4][CH2:3][CH2:2][Br:1])[C:7]=1[CH2:16][CH2:17][CH3:18] |f:2.3.4|. Procedure details: A mixture of 5.0 g of 1-[4-(3-bromopropoxy)-2-hydroxy-3-propylphenyl]ethanone, 3.0 ml of methyl bromoacetate, and 3.3 g of anhydrous potassium carbonate in 75 ml of anhydrous acetone was stirred at reflux for 4 hours. An additional 2.0 g of potassium carbonate was added and reflux was continued for 13 hours. The reaction mixture was filtered and the filtrate was concentrated in vacuo to an oil which was purified by high pressure liquid chromatography using 5% ethyl acetate-toluene to give 3.5 g ... Starting materials: 1-1D-glucose, O.O=C[C@H](O)[C@@H](O)[C@H](O)[C@H](O)CO (glucose monohydrate). The solvent is O (water). The product is O=C[C@H](O)[C@@H](O)[C@H](O)[C@H](O)CO (Glucose). RXN SMILES: O.[O:2]=[CH:3][C@@H:4]([C@H:6]([C@@H:8]([C@@H:10]([CH2:12][OH:13])[OH:11])[OH:9])[OH:7])[OH:5]>O>[O:2]=[CH:3][C@@H:4]([C@H:6]([C@@H:8]([C@@H:10]([CH2:12][OH:13])[OH:11])[OH:9])[OH:7])[OH:5] |f:0.1|. Procedure: Stock solutions containing 66 g 1-1D-glucose were prepared by dissolving 730 g of glucose monohydrate with water to a total volume of 10 l. Reactants: NCCCNC1=NC=C(C=C1Cl)Cl (2-(3-Aminopropylamino)-3,5-dichloropyridine), [N+](=O)([O-])NC1=NC=C(C(N1)=O)CC=1C=NC(=CC1)C (2-nitroamino-5-(6-methylpyrid-3-ylmethyl)-4-pyrimidone). Solvent: O (water). Product: ClC=1C(=NC=C(C1)Cl)NCCCNC1=NC=C(C(N1)=O)CC=1C=NC(=CC1)C (2-[3-(3,5-dichloropyrid-2-ylamino)propylamino]-5-(6-methylpyrid-3-ylmethyl)-4-pyrimidone). As a reaction SMILES: [NH2:1][CH2:2][CH2:3][CH2:4][NH:5][C:6]1[C:11]([Cl:12])=[CH:10][C:9]([Cl:13])=[CH:8][N:7]=1.[N+](N[C:18]1[NH:23][C:22](=[O:24])[C:21]([CH2:25][C:26]2[CH:27]=[N:28][C:29]([CH3:32])=[CH:30][CH:31]=2)=[CH:20][N:19]=1)([O-])=O>O>[Cl:12][C:11]1[C:6]([NH:5][CH2:4][CH2:3][CH2:2][NH:1][C:18]2[NH:23][C:22](=[O:24])[C:21]([CH2:25][C:26]3[CH:27]=[N:28][C:29]([CH3:32])=[CH:30][CH:31]=3)=[CH:20][N:19]=2)=[N:7][CH:8]=[C:9]([Cl:13])[CH:10]=1. Procedure: 2-(3-Aminopropylamino)-3,5-dichloropyridine (1.0 g) and 2-nitroamino-5-(6-methylpyrid-3-ylmethyl)-4-pyrimidone (1.04 g) were fused together on an oil bath at 140° C. for 5 hr. On cooling, water was added, the pH adjusted to 7 and the resulting solid filtered off. Chromatography (silica gel, chloroform/methanol, graded elution 50:1 to 35:1) and recrystallisation from methanol afforded 2-[3-(3,5-dichloropyrid-2-ylamino)propylamino]-5-(6-methylpyrid-3-ylmethyl)-4-pyrimidone, (0.55 g; 33%) m.p. 147°... Starting materials: C(#N)CC(=O)OCC (ethyl cyanoacetate), N12CCCCCC2=NCCC1 (1,8-diazabicyclo[5.4.0]undec-7ene), BrCC(CC)=O (1-bromo-2-butanone). The solvent is C1=CC=CC=C1 (benzene), C1=CC=CC=C1 (benzene). Reaction conditions: time 1 hour. The product is C(C)OC(C(CC(CC)=O)C#N)=O (2-cyano-4-oxohexanoic acid ethyl ester). Yield: 88.9%. Reaction SMILES: [C:1]([CH2:3][C:4]([O:6][CH2:7][CH3:8])=[O:5])#[N:2].N12CCCN=C1CCCCC2.Br[CH2:21][C:22](=[O:25])[CH2:23][CH3:24]>C1C=CC=CC=1>[CH2:7]([O:6][C:4](=[O:5])[CH:3]([C:1]#[N:2])[CH2:21][C:22](=[O:25])[CH2:23][CH3:24])[CH3:8]. Procedure details: To a 5° C. solution containing 27.8 g (246 mmol) of ethyl cyanoacetate and 38.2 g (251 mmol) of 1,8-diazabicyclo[5.4.0]undec-7ene in 420 mL of benzene was added over 30 minutes a solution of 1-bromo-2-butanone in 70 mL of benzene. The ice bath was removed and the reaction stirred for 1 hour at ambient temperature. At this time, the solids were removed by filtration and washed with 100 mL of methyl tert-butyl ether. The filtrate and the wash were combined and concentrated. The crude product was p... The reactants are CC(C)(C)OC(=O)N1CCC(C=O)CC1, Nc1ccc(F)cc1C(=O)Nc1ccc(Cl)cn1, O, Cc1ccc(S(=O)(=O)[O-])cc1, c1ccccc1, c1cc[nH+]cc1. Yields the product CC(C)(C)OC(=O)N1CCC(C=Nc2ccc(F)cc2C(=O)Nc2ccc(Cl)cn2)CC1. Reaction SMILES: [C:1](=[O:2])([O:3][C:4]([CH3:5])([CH3:6])[CH3:7])[N:8]1[CH2:9][CH2:10][CH:11]([CH:14]=[O:15])[CH2:12][CH2:13]1.[NH2:16][c:17]1[c:18]([C:19](=[O:20])[NH:21][c:22]2[n:23][cH:24][c:25]([Cl:28])[cH:26][cH:27]2)[cH:29][c:30]([F:33])[cH:31][cH:32]1.[OH2:51].[c:34]1([CH3:35])[cH:36][cH:37][c:38]([S:39]([O-:40])(=[O:41])=[O:42])[cH:43][cH:44]1.[cH:52]1[cH:53][cH:54][cH:55][cH:56][cH:57]1.[nH+:45]1[cH:46][cH:47][cH:48][cH:49][cH:50]1>>[C:1](=[O:2])([O:3][C:4]([CH3:5])([CH3:6])[CH3:7])[N:8]1[CH2:9][CH2:10][CH:11]([CH:14]=[N:16][c:17]2[c:18]([C:19](=[O:20])[NH:21][c:22]3[n:23][cH:24][c:25]([Cl:28])[cH:26][cH:27]3)[cH:29][c:30]([F:33])[cH:31][cH:32]2)[CH2:12][CH2:13]1. Starting materials: FC1=C(C=CC(=C1)F)C(CN1N=CN=C1)(C(C)C=1C=CC(=NC1)NC(=O)OCC)O (2-(2,4-Difluorophenyl)-3-(2-ethoxycarbonylaminopyridin-5-yl)-1-(1H-1,2,4-triazol-1-yl)butan-2-ol). The reagents and catalysts are [OH-].[K+] (potassium hydroxide). The solvent is C(C)(C)O (isopropanol). The product is NC1=NC=C(C=C1)C(C(CN1N=CN=C1)(O)C1=C(C=C(C=C1)F)F)C (3-(2-Aminopyridin-5-yl)-2-(2,4-difluorophenyl)-1-(1H-1,2,4-triazol-1-yl)butan-2-ol). Isolated yield 84.6%. As a reaction SMILES: [F:1][C:2]1[CH:7]=[C:6]([F:8])[CH:5]=[CH:4][C:3]=1[C:9]([OH:30])([CH:16]([C:18]1[CH:19]=[CH:20][C:21]([NH:24]C(OCC)=O)=[N:22][CH:23]=1)[CH3:17])[CH2:10][N:11]1[CH:15]=[N:14][CH:13]=[N:12]1>C(O)(C)C.[OH-].[K+]>[NH2:24][C:21]1[CH:20]=[CH:19][C:18]([CH:16]([CH3:17])[C:9]([C:3]2[CH:4]=[CH:5][C:6]([F:8])=[CH:7][C:2]=2[F:1])([OH:30])[CH2:10][N:11]2[CH:15]=[N:14][CH:13]=[N:12]2)=[CH:23][N:22]=1 |f:2.3|. Procedure: A solution of the product of Example 21 (70 mg) in isopropanol (4 ml) containing 50% aqueous potassium hydroxide (4 drops) was heated under reflux for 4 hours and then evaporated. Water was added to the residue and the mixture was extracted several times with ethyl acetate. The combined organic extracts were washed with water and dried (MgSO4). Evaporation of the solvent gave the title compound as an amorphous foam, (49 mg). Run at temperature 0 celsius, time 1 hour. The solvent is O1CCOCC1 (dioxane), O (water), CC(=O)C (acetone). Reported procedure: To a cooled (0° C.) solution of sodium azide (6.2 g, 95 mmol) in water (100 mL) and acetone (100 mL) was added a solution of (E)-3-(2-(2,6-dichlorophenyl)thiazol-4-yl)acryloyl chloride (6.0 g, 19 mmol) in dioxane (100 mL) dropwise. After addition, the resulting mixture was stirred for 1 hour at 0° C. The reaction was quenched with water (50 mL) and extracted with EtOAc (3×80 mL). The combined organic extract was washed with brine (100 mL), dried over Na2SO4 and concentrated under reduced pressur... Product: ClC1=C(C(=CC=C1)Cl)C=1SC=C(N1)/C=C/C(=O)N=[N+]=[N-] ((E)-3-(2-(2,6-Dichlorophenyl)thiazol-4-yl)acryloyl azide). The yield is 97.1%. The reactants are ClC1=C(C(=CC=C1)Cl)C=1SC=C(N1)/C=C/C(=O)Cl ((E)-3-(2-(2,6-dichlorophenyl)thiazol-4-yl)acryloyl chloride), [N-]=[N+]=[N-].[Na+] (sodium azide). Reaction SMILES: [N-:1]=[N+:2]=[N-:3].[Na+].[Cl:5][C:6]1[CH:11]=[CH:10][CH:9]=[C:8]([Cl:12])[C:7]=1[C:13]1[S:14][CH:15]=[C:16](/[CH:18]=[CH:19]/[C:20](Cl)=[O:21])[N:17]=1>O.CC(C)=O.O1CCOCC1>[Cl:5][C:6]1[CH:11]=[CH:10][CH:9]=[C:8]([Cl:12])[C:7]=1[C:13]1[S:14][CH:15]=[C:16](/[CH:18]=[CH:19]/[C:20]([N:1]=[N+:2]=[N-:3])=[O:21])[N:17]=1 |f:0.1|. Starting materials: [OH-].[Na+] (Sodium hydroxide), C(C)OC(CC1=NS(C2=NC=CC=C2N1)(=O)=O)=O ((1,1-Dioxo-1,4-dihydro-1λ6-thia-2,4,8-triaza-naphthalen-3-yl)-acetic acid ethyl ester). The solvent is O (water), CO (methanol). Run at temperature 25 celsius, time 3 hour. The product is crude product, [Na+].O=S1(N=C(NC2=CC=CN=C12)CC(=O)[O-])=O ((1,1-dioxo-1,4-dihydro-1λ6-thia-2,4,8-triaza-naphthalen-3-yl)-acetic acid sodium salt). Yield: 100.0%. RXN SMILES: C([O:3][C:4](=[O:18])[CH2:5][C:6]1[NH:15][C:14]2[C:9](=[N:10][CH:11]=[CH:12][CH:13]=2)[S:8](=[O:17])(=[O:16])[N:7]=1)C.[OH-].[Na+:20]>CO.O>[Na+:20].[O:17]=[S:8]1(=[O:16])[C:9]2[C:14](=[CH:13][CH:12]=[CH:11][N:10]=2)[NH:15][C:6]([CH2:5][C:4]([O-:18])=[O:3])=[N:7]1 |f:1.2,5.6|. Reported procedure: (1,1-Dioxo-1,4-dihydro-1λ6-thia-2,4,8-triaza-naphthalen-3-yl)-acetic acid ethyl ester (0.25 g, 0.928 mmol) was dissolved in methanol (5 mL) at approximately 60° C. Sodium hydroxide (0.111 g, 2.79 mmol) was dissolved in water (2.5 mL). Upon cooling to 25° C., the solutions were combined. The mixture was stirred at 25° C. for 3 h. The mixture was stored at −40° C. for 16 h. The mixture was concentrated in vacuo to afford the crude product, (1,1-dioxo-1,4-dihydro-1λ6-thia-2,4,8-triaza-naphthalen-3-...